describe an organic reaction: reactants, conditions, products, and yield From a dataset of the Open Reaction Database (ORD), a public repository of structured organic reaction records. Reactants: C(C)(=O)NC=1C=C(C=CC1OC)S(=O)(=O)N1C=C(C2=CC(=CC=C12)OC)C (1-(3′-Acetamido-4′-methoxybenzenesulfonyl)-5-methoxy-3-methyl-1H-indole), three, Cl (hydrochloric acid). Reported procedure: 1-(3′-Acetamido-4′-methoxybenzenesulfonyl)-5-methoxy-3-methyl-1H-indole (10 grams, 25.7 mmol) (obtained from preparation 1) was taken into a 250 mL of three necked round bottom flask containing ethanol (100 mL) and stirred the mass to obtain a clear solution. Aqueous hydrochloric acid (10 mL, 33%) was added to this clear solution and heated the mass at reflux temperature for a period of two hours. The progress of the reaction was monitored by thin layer chromatography. After completion of the re... Product: NC=1C=C(C=CC1OC)S(=O)(=O)N1C=C(C2=CC(=CC=C12)OC)C (1-(3-Amino-4-methoxybenzenesulfonyl)-5-methoxy-3-methyl-1H-indole). Yield: 11.2%. As a reaction SMILES: C([NH:4][C:5]1[CH:6]=[C:7]([S:13]([N:16]2[C:24]3[C:19](=[CH:20][C:21]([O:25][CH3:26])=[CH:22][CH:23]=3)[C:18]([CH3:27])=[CH:17]2)(=[O:15])=[O:14])[CH:8]=[CH:9][C:10]=1[O:11][CH3:12])(=O)C.Cl>C(O)C>[NH2:4][C:5]1[CH:6]=[C:7]([S:13]([N:16]2[C:24]3[C:19](=[CH:20][C:21]([O:25][CH3:26])=[CH:22][CH:23]=3)[C:18]([CH3:27])=[CH:17]2)(=[O:14])=[O:15])[CH:8]=[CH:9][C:10]=1[O:11][CH3:12]. Run in C(C)O (ethanol). Starting materials: CC(C)(C)OC(=O)N1CCCCC1CN1CCC(Cc2ccc(F)cc2)CC1, CCOC(C)=O, Cl, [Na+], C1COCCO1, [OH-]. Product: Fc1ccc(CC2CCN(CC3CCCCN3)CC2)cc1. Reaction SMILES: [C:1]([O:2][C:3](=[O:4])[N:8]1[CH:9]([CH2:14][N:15]2[CH2:16][CH2:17][CH:18]([CH2:21][c:22]3[cH:23][cH:24][c:25]([F:28])[cH:26][cH:27]3)[CH2:19][CH2:20]2)[CH2:10][CH2:11][CH2:12][CH2:13]1)([CH3:5])([CH3:6])[CH3:7].[CH3:31][CH2:32][O:33][C:34]([CH3:35])=[O:36].[ClH:37].[Na+:30].[O:38]1[CH2:39][CH2:40][O:41][CH2:42][CH2:43]1.[OH-:29]>>[NH:8]1[CH:9]([CH2:14][N:15]2[CH2:16][CH2:17][CH:18]([CH2:21][c:22]3[cH:23][cH:24][c:25]([F:28])[cH:26][cH:27]3)[CH2:19][CH2:20]2)[CH2:10][CH2:11][CH2:12][CH2:13]1. Reactants: CCOC(=O)C(=O)OCC, Cc1cc(OCc2ccccc2)c(C)c([N+](=O)[O-])c1, CC(=O)O. Yields the product CCOC(=O)C(=O)Cc1c(OCc2ccccc2)cc(C)cc1[N+](=O)[O-]. RXN SMILES: [CH2:20]([CH3:21])[O:22][C:23]([C:24](=[O:25])[O:26][CH2:27][CH3:28])=[O:29].[CH3:1][c:2]1[c:3]([O:12][CH2:13][c:14]2[cH:15][cH:16][cH:17][cH:18][cH:19]2)[cH:4][c:5]([CH3:11])[cH:6][c:7]1[N+:8](=[O:9])[O-:10].[CH3:30][C:31](=[O:32])[OH:33]>>[CH2:1]([c:2]1[c:3]([O:12][CH2:13][c:14]2[cH:15][cH:16][cH:17][cH:18][cH:19]2)[cH:4][c:5]([CH3:11])[cH:6][c:7]1[N+:8](=[O:9])[O-:10])[C:24]([C:23]([O:22][CH2:20][CH3:21])=[O:29])=[O:25]. Reactants: O=[Ag-], CC#N, O=C(O)C1CCCC1, CC(C)c1cc(Oc2c(Cl)cc(-n3nc(C#N)c(=O)[nH]c3=O)cc2Cl)nn(CCl)c1=O. The product is CC(C)c1cc(Oc2c(Cl)cc(-n3nc(C#N)c(=O)[nH]c3=O)cc2Cl)nn(COC(=O)C2CCCC2)c1=O. As a reaction SMILES: [Ag-:43]=[O:44].[CH3:40][C:41]#[N:42].[CH:32]1([C:37](=[O:38])[OH:39])[CH2:33][CH2:34][CH2:35][CH2:36]1.[Cl:1][c:2]1[cH:3][c:4](-[n:22]2[n:23][c:24]([C:30]#[N:31])[c:25](=[O:29])[nH:26][c:27]2=[O:28])[cH:5][c:6]([Cl:21])[c:7]1[O:8][c:9]1[n:10][n:11]([CH2:19][Cl:20])[c:12](=[O:18])[c:13]([CH:15]([CH3:16])[CH3:17])[cH:14]1>>[Cl:1][c:2]1[cH:3][c:4](-[n:22]2[n:23][c:24]([C:30]#[N:31])[c:25](=[O:29])[nH:26][c:27]2=[O:28])[cH:5][c:6]([Cl:21])[c:7]1[O:8][c:9]1[n:10][n:11]([CH2:19][O:39][C:37]([CH:32]2[CH2:33][CH2:34][CH2:35][CH2:36]2)=[O:38])[c:12](=[O:18])[c:13]([CH:15]([CH3:16])[CH3:17])[cH:14]1. The reactants are NC(=O)c1ccc2c(c1)C(=O)NC(C(Cl)(Cl)Cl)O2, O=S(Cl)Cl. Yields the product N#Cc1ccc2c(c1)C(=O)NC(C(Cl)(Cl)Cl)O2. As a reaction SMILES: [O:1]=[C:2]1[NH:3][CH:4]([C:15]([Cl:16])([Cl:17])[Cl:18])[O:5][c:6]2[c:7]1[cH:8][c:9]([C:12](=[O:13])[NH2:14])[cH:10][cH:11]2.[S:19]([Cl:20])([Cl:21])=[O:22]>>[O:1]=[C:2]1[NH:3][CH:4]([C:15]([Cl:16])([Cl:17])[Cl:18])[O:5][c:6]2[c:7]1[cH:8][c:9]([C:12]#[N:14])[cH:10][cH:11]2.